From a dataset of the Open Reaction Database (ORD), a public repository of structured organic reaction records. describe an organic reaction: reactants, conditions, products, and yield Reactants: C(CCCCCCCCCC)C#N (Undecyl cyanide), C(C)(C)NCCN (N-isopropylethylenediamine). The solvent is C(=S)=S (carbon disulfide). Yields the product C(C)(C)N1C(=NCC1)CCCCCCCCCCC (1-Isopropyl-2-undecyl-2-imidazoline). Yield: 81.4%. Reaction SMILES: [CH2:1]([C:12]#N)[CH2:2][CH2:3][CH2:4][CH2:5][CH2:6][CH2:7][CH2:8][CH2:9][CH2:10][CH3:11].[CH:14]([NH:17][CH2:18][CH2:19][NH2:20])([CH3:16])[CH3:15]>C(=S)=S>[CH:14]([N:17]1[CH2:18][CH2:19][N:20]=[C:11]1[CH2:10][CH2:9][CH2:8][CH2:7][CH2:6][CH2:5][CH2:4][CH2:3][CH2:2][CH2:1][CH3:12])([CH3:16])[CH3:15]. Reported procedure: 18.324 g of Undecyl cyanide, 15.12 g of N-isopropylethylenediamine and 0.5 ml of carbon disulfide were heated at 125° C. for 24 hrs. and worked up as mentioned under Example 23, followed by distillation at 150° C./1.2 mm gave 21.93 g (82.3%) of the product. Product: ClC1=CC=C(C=C1)C1N(C(C=2N(N=C(C21)C)C2CC2)=O)C=2C=C(C=1N(N2)C(=NN1)C)N(C(OC(C)(C)C)=O)C (tert-butyl (6-(4-(4-chlorophenyl)-1-cyclopropyl-3-methyl-6-oxopyrrolo[3,4-c]pyrazol-5(1H,4H,6H)-yl)-3-methyl-[1,2,4]triazolo[4,3-b]pyridazin-8-yl)(methyl)carbamate). Reaction SMILES: [Cl:1][C:2]1[CH:7]=[CH:6][C:5]([CH:8]2[C:15]3[C:14]([CH3:16])=[N:13][N:12]([CH:17]4[CH2:19][CH2:18]4)[C:11]=3[C:10](=[O:20])[NH:9]2)=[CH:4][CH:3]=1.Cl[C:22]1[CH:23]=[C:24]([N:32]([CH3:40])[C:33](=[O:39])[O:34][C:35]([CH3:38])([CH3:37])[CH3:36])[C:25]2[N:26]([C:28]([CH3:31])=[N:29][N:30]=2)[N:27]=1>C(Cl)Cl.CO>[Cl:1][C:2]1[CH:7]=[CH:6][C:5]([CH:8]2[C:15]3[C:14]([CH3:16])=[N:13][N:12]([CH:17]4[CH2:19][CH2:18]4)[C:11]=3[C:10](=[O:20])[N:9]2[C:22]2[CH:23]=[C:24]([N:32]([CH3:40])[C:33](=[O:39])[O:34][C:35]([CH3:36])([CH3:38])[CH3:37])[C:25]3[N:26]([C:28]([CH3:31])=[N:29][N:30]=3)[N:27]=2)=[CH:4][CH:3]=1 |f:2.3|. Reported procedure: The title compound was prepared in analogy to the procedure described in Example 110 using 4-(4-chlorophenyl)-1-cyclopropyl-3-methyl-4,5-dihydropyrrolo[3,4-c]pyrazol-6(1H)-one (Step 85.6) and tert-butyl (6-chloro-3-methyl-[1,2,4]triazolo[4,3-b]pyridazin-8-yl)(methyl)carbamate (Step 112.5). tR: 5.60 min (HPLC 1); tR: 1.29 min (LC-MS 2); ESI-MS: 549 [M+H]+ (LC-MS 2); Rf=0.56 (CH2Cl2/MeOH 9:1); 1H NMR (400 MHz, DMSO-d6) δ ppm 1.03-1.09 (m, 2H) 1.19-1.25 (m, 2H) 1.43 (s, 9H) 1.90 (s, 3H) 2.52 (s, 3H... Reactants: ClC1=CC=C(C=C1)C1NC(C=2N(N=C(C21)C)C2CC2)=O (4-(4-chlorophenyl)-1-cyclopropyl-3-methyl-4,5-dihydropyrrolo[3,4-c]pyrazol-6(1H)-one), ClC=1C=C(C=2N(N1)C(=NN2)C)N(C(OC(C)(C)C)=O)C (tert-butyl (6-chloro-3-methyl-[1,2,4]triazolo[4,3-b]pyridazin-8-yl)(methyl)carbamate). The solvent is C(Cl)Cl.CO (CH2Cl2 MeOH).